This data is from the Open Reaction Database (ORD), a public repository of structured organic reaction records. The task is: describe an organic reaction: reactants, conditions, products, and yield Reaction SMILES: [Al+3:25].[CH3:1][NH:2][C:3](=[O:4])[CH:5]1[CH2:6][CH2:7][CH:8]([O:11][CH2:12][CH2:13][CH2:14][CH2:15][O:16][CH2:17][c:18]2[cH:19][cH:20][cH:21][cH:22][cH:23]2)[CH2:9][CH2:10]1.[CH3:35][CH2:36][O:37][C:38](=[O:39])[CH3:40].[H-:24].[H-:27].[H-:28].[H-:29].[Li+:26].[O:30]1[CH2:31][CH2:32][CH2:33][CH2:34]1>>[CH3:1][NH:2][CH2:3][CH:5]1[CH2:6][CH2:7][CH:8]([O:11][CH2:12][CH2:13][CH2:14][CH2:15][O:16][CH2:17][c:18]2[cH:19][cH:20][cH:21][cH:22][cH:23]2)[CH2:9][CH2:10]1. Yields the product CNCC1CCC(OCCCCOCc2ccccc2)CC1. The reactants are [Al+3], CNC(=O)C1CCC(OCCCCOCc2ccccc2)CC1, CCOC(C)=O, [H-], [H-], [H-], [H-], [Li+], C1CCOC1. The product is N#Cc1ccc(C(O)c2ccc(F)cc2)c(CO)c1. RXN SMILES: [CH3:32][c:33]1[cH:34][cH:35][cH:36][cH:37][cH:38]1.[CH:22]([O:23][CH:24]([BH2:25])[O:26][CH:27]([CH3:28])[CH3:29])([CH3:30])[CH3:31].[F:1][c:2]1[cH:3][cH:4][c:5]([C:6](=[O:7])[c:8]2[c:9]([CH2:16][OH:17])[cH:10][c:11]([C:12]#[N:13])[cH:14][cH:15]2)[cH:18][cH:19]1.[N:20]#[N:21]>>[F:1][c:2]1[cH:3][cH:4][c:5]([CH:6]([OH:7])[c:8]2[c:9]([CH2:16][OH:17])[cH:10][c:11]([C:12]#[N:13])[cH:14][cH:15]2)[cH:18][cH:19]1. The reactants are Cc1ccccc1, BC(OC(C)C)OC(C)C, N#Cc1ccc(C(=O)c2ccc(F)cc2)c(CO)c1, N#N. The reactants are C(C)(C)(C)OC(=O)NC1=C(N=NS1)C(=O)O (5-tert-butoxycarbonylamino-[1,2,3]thiadiazole-4-carboxylic acid), CN(C)C(=[N+](C)C)ON1C2=C(C=CC=C2)N=N1.[B-](F)(F)(F)F (TBTU), C(C)(C)N(C(C)C)CC (N,N-diisopropyl ethyl amine), CN (methylamine). Run in CN(C)C=O (DMF). Conditions: time 5 hour. The product is CNC(=O)C=1N=NSC1NC(=O)OC(C)(C)C (5-tert-Butoxycarbonylamino-[1,2,3]thiadiazole-4-carboxylic acid methylamide). As a reaction SMILES: [C:1]([O:5][C:6]([NH:8][C:9]1[S:13][N:12]=[N:11][C:10]=1[C:14]([OH:16])=O)=[O:7])([CH3:4])([CH3:3])[CH3:2].[CH3:17][N:18](C(ON1N=NC2C=CC=CC1=2)=[N+](C)C)C.[B-](F)(F)(F)F.C(N(CC)C(C)C)(C)C.CN>CN(C=O)C>[CH3:17][NH:18][C:14]([C:10]1[N:11]=[N:12][S:13][C:9]=1[NH:8][C:6]([O:5][C:1]([CH3:2])([CH3:3])[CH3:4])=[O:7])=[O:16] |f:1.2|. Procedure: A solution of 5-tert-butoxycarbonylamino-[1,2,3]thiadiazole-4-carboxylic acid (0.66 g, 2.7 mmol) in DMF (10 ml) was treated with TBTU (1.16 g, 3.5 mmol), N,N-diisopropyl ethyl amine (2.29 ml, 13.5 mmol) and methylamine (1.75 ml, 2M THF solution) and stirred at ambient temperature for 5 h. The reaction mixture was partitioned between potassium hydrogen sulfate (30 ml, 10% aqueous solution) and ethyl acetate (60 ml) and extracted. The organic layer was washed with water and brine, and the aqueous ... Starting materials: C(C)N(CC)C\C=C/C\C=C/CCCCC (N,N-diethyl-undeca-2Z,5Z-dienyl-amine), C(C)O (ethanol). Reaction conditions: time 1 hour. Yields the product C(C)[N+](CC)(C\C=C/C\C=C/CCCCC)[O-] (N,N-diethyl-undeca-2Z,5Z-dienyl-amine N-oxide). Isolated yield 95.0%. RXN SMILES: [CH2:1]([N:3]([CH2:6]/[CH:7]=[CH:8]\[CH2:9]/[CH:10]=[CH:11]\[CH2:12][CH2:13][CH2:14][CH2:15][CH3:16])[CH2:4][CH3:5])[CH3:2].C([OH:19])C>>[CH2:1]([N+:3]([O-:19])([CH2:6]/[CH:7]=[CH:8]\[CH2:9]/[CH:10]=[CH:11]\[CH2:12][CH2:13][CH2:14][CH2:15][CH3:16])[CH2:4][CH3:5])[CH3:2]. Procedure details: 4 G (18 mmole) of N,N-diethyl-undeca-2Z,5Z-dienyl-amine in 10 ml of ethanol were placed in a 25 ml flask under nitrogen and 4 ml of 70% oxygenated water were added thereto. The reaction mixture was maintained under stirring for 1 h and then left to rest at room temperature for 18 h. After evaporation, it was retaken with ethyl acetate and the organic phase, once separated, was washed with a saturated solution of NaCl, dried over Na2SO4 and evaporated to provide 4.09 g of N,N-diethyl-undeca-2Z,5Z... Starting materials: S(=O)(=O)([O-])[O-].CSC(=[NH2+])N.CSC(=[NH2+])N (S-methylthiouronium sulfate), O (H2O), C(C1=CC=CC=C1)ON (benzyloxyamine). Run in C(C)O (ethanol). Conditions: time 72 hour. Product: C(C1=CC=CC=C1)ONC(=N)N (benzyloxyguanidine). Reaction SMILES: S([O-])([O-])(=O)=O.CS[C:8]([NH2:10])=[NH2+:9].CSC(N)=[NH2+].O.[CH2:17]([O:24][NH2:25])[C:18]1[CH:23]=[CH:22][CH:21]=[CH:20][CH:19]=1>C(O)C>[CH2:17]([O:24][NH:25][C:8]([NH2:10])=[NH:9])[C:18]1[CH:23]=[CH:22][CH:21]=[CH:20][CH:19]=1 |f:0.1.2|. Procedure: To a solution of 30.0 g. (0.12 moles) of S-methylthiouronium sulfate in 200 ml. of H2O there is added a solution of 24.6 g. (0.20 moles) of benzyloxyamine in 250 ml. of 95% ethanol. The mixture is stirred for 72 hours at room temperature. The clear solution is heated at reflux for two hours under a stream of nitrogen. The solvents are removed in vacuo and the residue is treated with 300 ml. of isopropanol. The solid is removed by filtration and dissolved in 300 ml. of water. The solution is made... Reactants: CCOC(=O)C(C)(C)Oc1ccc(OCCn2c(=O)sc3cc(C(=O)c4ccccc4)ccc32)cc1, Cl, Cl, NO, O, c1ccncc1. As a reaction SMILES: [C:1]([c:2]1[cH:3][cH:4][cH:5][cH:6][cH:7]1)(=[O:8])[c:9]1[cH:10][c:11]2[c:12]([n:13]([CH2:17][CH2:18][O:19][c:20]3[cH:21][cH:22][c:23]([O:24][C:25]([C:26](=[O:27])[O:28][CH2:29][CH3:30])([CH3:31])[CH3:32])[cH:33][cH:34]3)[c:14](=[O:16])[s:15]2)[cH:35][cH:36]1.[ClH:37].[ClH:41].[NH2:38][OH:39].[OH2:40].[cH:42]1[cH:43][cH:44][n:45][cH:46][cH:47]1>>[C:1]([c:2]1[cH:3][cH:4][cH:5][cH:6][cH:7]1)([c:9]1[cH:10][c:11]2[c:12]([n:13]([CH2:17][CH2:18][O:19][c:20]3[cH:21][cH:22][c:23]([O:24][C:25]([C:26](=[O:27])[O:28][CH2:29][CH3:30])([CH3:31])[CH3:32])[cH:33][cH:34]3)[c:14](=[O:16])[s:15]2)[cH:35][cH:36]1)=[N:38][OH:39]. The product is CCOC(=O)C(C)(C)Oc1ccc(OCCn2c(=O)sc3cc(C(=NO)c4ccccc4)ccc32)cc1. The product is COC(=O)COc1ccc(OCC=C(c2ccc(C#CCN3CCOCC3)cc2)c2ccc(C(F)(F)F)cc2)cc1C. Starting materials: C#CCN1CCOCC1, CC(C)NC(C)C, [Cu]I, COC(=O)COc1ccc(OCC=C(c2ccc(I)cc2)c2ccc(C(F)(F)F)cc2)cc1C, C1CCOC1, Cl[Pd]Cl, c1ccc(P(c2ccccc2)c2ccccc2)cc1, c1ccc(P(c2ccccc2)c2ccccc2)cc1. Reaction SMILES: [CH2:1]([C:2]#[CH:3])[N:4]1[CH2:5][CH2:6][O:7][CH2:8][CH2:9]1.[CH:10]([NH:11][CH:12]([CH3:13])[CH3:14])([CH3:15])[CH3:16].[Cu:56][I:57].[I:17][c:18]1[cH:19][cH:20][c:21]([C:24](=[CH:25][CH2:26][O:27][c:28]2[cH:29][c:30]([CH3:40])[c:31]([O:32][CH2:33][C:34](=[O:35])[O:36][CH3:37])[cH:38][cH:39]2)[c:41]2[cH:42][cH:43][c:44]([C:47]([F:48])([F:49])[F:50])[cH:45][cH:46]2)[cH:22][cH:23]1.[O:51]1[CH2:52][CH2:53][CH2:54][CH2:55]1.[Pd:58]([Cl:59])[Cl:60].[c:61]1([P:62]([c:63]2[cH:64][cH:65][cH:66][cH:67][cH:68]2)[c:69]2[cH:70][cH:71][cH:72][cH:73][cH:74]2)[cH:75][cH:76][cH:77][cH:78][cH:79]1.[c:80]1([P:81]([c:82]2[cH:83][cH:84][cH:85][cH:86][cH:87]2)[c:88]2[cH:89][cH:90][cH:91][cH:92][cH:93]2)[cH:94][cH:95][cH:96][cH:97][cH:98]1>>[CH2:1]([C:2]#[C:3][c:18]1[cH:19][cH:20][c:21]([C:24](=[CH:25][CH2:26][O:27][c:28]2[cH:29][c:30]([CH3:40])[c:31]([O:32][CH2:33][C:34](=[O:35])[O:36][CH3:37])[cH:38][cH:39]2)[c:41]2[cH:42][cH:43][c:44]([C:47]([F:48])([F:49])[F:50])[cH:45][cH:46]2)[cH:22][cH:23]1)[N:4]1[CH2:5][CH2:6][O:7][CH2:8][CH2:9]1. The reactants are O=C([O-])[O-], CO, CCCn1cnc(-c2cc3nccc(Cl)c3s2)c1, ClCCl, O=[N+]([O-])c1ccc(O)c(F)c1, [K+], [K+]. The product is CCCn1cnc(-c2cc3nccc(Oc4ccc([N+](=O)[O-])cc4F)c3s2)c1. RXN SMILES: [C:30](=[O:31])([O-:32])[O-:33].[CH3:36][OH:37].[Cl:1][c:2]1[c:3]2[c:4]([n:5][cH:6][cH:7]1)[cH:8][c:9](-[c:11]1[n:12][cH:13][n:14]([CH2:16][CH2:17][CH3:18])[cH:15]1)[s:10]2.[Cl:38][CH2:39][Cl:40].[F:19][c:20]1[c:21]([OH:29])[cH:22][cH:23][c:24]([N+:26](=[O:27])[O-:28])[cH:25]1.[K+:34].[K+:35]>>[c:2]1([O:29][c:21]2[c:20]([F:19])[cH:25][c:24]([N+:26](=[O:27])[O-:28])[cH:23][cH:22]2)[c:3]2[c:4]([n:5][cH:6][cH:7]1)[cH:8][c:9](-[c:11]1[n:12][cH:13][n:14]([CH2:16][CH2:17][CH3:18])[cH:15]1)[s:10]2.